This data is from the Open Reaction Database (ORD), a public repository of structured organic reaction records. The task is: describe an organic reaction: reactants, conditions, products, and yield The reactants are O1CCOC12CCC(CC2)=O (1,4-Dioxaspiro[4.5]decan-8-one), NC=C(C(=O)OCC)C(=O)OCC (diethyl aminomethylenemalonate), O.C1(=CC=C(C=C1)S(=O)(=O)O)C (p-Toluenesulfonic acid monohydrate). Run in C1(=CC=CC=C1)C (toluene), C1(=CC=CC=C1)C (toluene). Yields the product O1C=COC12CCC(CC2)NC=C(C(=O)OCC)C(=O)OCC (diethyl N-(1,4-dioxaspiro[4.5]decen-8-yl)aminomethylenemalonate). RXN SMILES: [O:1]1[C:5]2([CH2:10][CH2:9][C:8](=O)[CH2:7][CH2:6]2)[O:4][CH2:3][CH2:2]1.[NH2:12][CH:13]=[C:14]([C:20]([O:22][CH2:23][CH3:24])=[O:21])[C:15]([O:17][CH2:18][CH3:19])=[O:16].O.C1(C)C=CC(S(O)(=O)=O)=CC=1>C1(C)C=CC=CC=1>[O:1]1[C:5]2([CH2:10][CH2:9][CH:8]([NH:12][CH:13]=[C:14]([C:15]([O:17][CH2:18][CH3:19])=[O:16])[C:20]([O:22][CH2:23][CH3:24])=[O:21])[CH2:7][CH2:6]2)[O:4][CH:3]=[CH:2]1 |f:2.3|. Procedure: 1,4-Dioxaspiro[4.5]decan-8-one (40 g) and diethyl aminomethylenemalonate (47.94 g) are dissolved in 500 ml of toluene. p-Toluenesulfonic acid monohydrate (2.44 g) and 100 ml of toluene are then added and the mixture is refluxed for 3 days collecting water in a Dean-Stark trap. The resulting mixture is decanted and solvent is removed to leave on oil. This oil is flash chromatographed on 750 g silica gel using 9:1 CH2Cl2, EtOAc as eluant to yield diethyl N-(1,4-dioxaspiro[4.5]decen-8-yl)aminomethy...